This data is from the Open Reaction Database (ORD), a public repository of structured organic reaction records. The task is: describe an organic reaction: reactants, conditions, products, and yield The product is CCCn1c(=O)c(N=O)c(N)n(Cc2ccccc2)c1=O. RXN SMILES: [CH3:24][C:25](=[O:26])[OH:27].[N:20](=[O:21])[O-:22].[NH2:1][c:2]1[cH:3][c:4](=[O:19])[n:5]([CH2:16][CH2:17][CH3:18])[c:6](=[O:15])[n:7]1[CH2:8][c:9]1[cH:10][cH:11][cH:12][cH:13][cH:14]1.[Na+:23].[OH2:28]>>[NH2:1][c:2]1[c:3]([N:20]=[O:21])[c:4](=[O:19])[n:5]([CH2:16][CH2:17][CH3:18])[c:6](=[O:15])[n:7]1[CH2:8][c:9]1[cH:10][cH:11][cH:12][cH:13][cH:14]1. Reactants: CC(=O)O, O=N[O-], CCCn1c(=O)cc(N)n(Cc2ccccc2)c1=O, [Na+], O.